This data is from the Open Reaction Database (ORD), a public repository of structured organic reaction records. The task is: describe an organic reaction: reactants, conditions, products, and yield The solvent is C(C)(=O)O (acetic acid). The yield is 82.1%. Procedure details: To 4 mL of a methanol solution containing 0.14 g of 1-(2-(4-aminopiperidin-1-yl)ethyl)-7-methoxy-N-methyl-2-oxo-1,2-dihydroquinoline-4-carboxamide, 48 mg of 4-ethylbenzaldehyde and 40 μL of acetic acid were added, and stirred at room temperature for 80 min. To the reaction mixture, 52 mg of sodium cyanoborohydride was added, and stirred at the same temperature for 75 min. After the solvent was removed under reduced pressure, chloroform and aqueous saturated sodium hydrogen carbonate solution wer... Reactants: C(#N)[BH3-].[Na+] (sodium cyanoborohydride), CO (methanol), NC1CCN(CC1)CCN1C(C=C(C2=CC=C(C=C12)OC)C(=O)NC)=O (1-(2-(4-aminopiperidin-1-yl)ethyl)-7-methoxy-N-methyl-2-oxo-1,2-dihydroquinoline-4-carboxamide), C(C)C1=CC=C(C=O)C=C1 (4-ethylbenzaldehyde). Yields the product C(C)C1=CC=C(CNC2CCN(CC2)CCN2C(C=C(C3=CC=C(C=C23)OC)C(=O)NC)=O)C=C1 (1-(2-(4-(4-ethylbenzylamino)piperidin-1-yl)ethyl)-7-methoxy-N-methyl-2-oxo-1,2-dihydroquinoline-4-carboxamide). Reaction SMILES: CO.[NH2:3][CH:4]1[CH2:9][CH2:8][N:7]([CH2:10][CH2:11][N:12]2[C:21]3[C:16](=[CH:17][CH:18]=[C:19]([O:22][CH3:23])[CH:20]=3)[C:15]([C:24]([NH:26][CH3:27])=[O:25])=[CH:14][C:13]2=[O:28])[CH2:6][CH2:5]1.[CH2:29]([C:31]1[CH:38]=[CH:37][C:34]([CH:35]=O)=[CH:33][CH:32]=1)[CH3:30].C([BH3-])#N.[Na+]>C(O)(=O)C>[CH2:29]([C:31]1[CH:38]=[CH:37][C:34]([CH2:35][NH:3][CH:4]2[CH2:9][CH2:8][N:7]([CH2:10][CH2:11][N:12]3[C:21]4[C:16](=[CH:17][CH:18]=[C:19]([O:22][CH3:23])[CH:20]=4)[C:15]([C:24]([NH:26][CH3:27])=[O:25])=[CH:14][C:13]3=[O:28])[CH2:6][CH2:5]2)=[CH:33][CH:32]=1)[CH3:30] |f:3.4|. Conditions: time 80 minute.